Dataset: the Open Reaction Database (ORD), a public repository of structured organic reaction records. Task: describe an organic reaction: reactants, conditions, products, and yield Reactants: Cc1ccccc1, CN(C)C=O, ClP(C1CCCCC1)C1CCCCC1, Cl, [Zn]. The product is C1CCC(PC2CCCCC2)CC1. As a reaction SMILES: [CH3:16][c:17]1[cH:18][cH:19][cH:20][cH:21][cH:22]1.[CH3:23][N:24]([CH3:25])[CH:26]=[O:27].[Cl:1][P:2]([CH:3]1[CH2:4][CH2:5][CH2:6][CH2:7][CH2:8]1)[CH:9]1[CH2:10][CH2:11][CH2:12][CH2:13][CH2:14]1.[ClH:15].[Zn:28]>>[PH:2]([CH:3]1[CH2:4][CH2:5][CH2:6][CH2:7][CH2:8]1)[CH:9]1[CH2:10][CH2:11][CH2:12][CH2:13][CH2:14]1. Starting materials: CCBr, c1ccc(CN2CCC3(CC2)OCCO3)cc1, [Mg], c1ccccc1. Yields the product CCC1(OCCO)CCN(Cc2ccccc2)CC1. As a reaction SMILES: [CH2:1]([CH3:2])[Br:3].[CH2:5]([c:6]1[cH:7][cH:8][cH:9][cH:10][cH:11]1)[N:12]1[CH2:13][CH2:14][C:15]2([O:16][CH2:17][CH2:18][O:19]2)[CH2:20][CH2:21]1.[Mg:4].[cH:22]1[cH:23][cH:24][cH:25][cH:26][cH:27]1>>[CH2:1]([CH3:2])[C:15]1([O:16][CH2:17][CH2:18][OH:19])[CH2:14][CH2:13][N:12]([CH2:5][c:6]2[cH:7][cH:8][cH:9][cH:10][cH:11]2)[CH2:21][CH2:20]1. The reactants are N[C@H]1[C@@H](C(OC2=C1C=C(C=C2)C#N)(C)C)O ((trans)-4-amino-3,4-dihydro-3-hydroxy-2,2-dimethyl-2H-1-benzopyran-6-carbonitrile), C1(=CC=CC=C1)N=C=O (phenylisocyanate). Solvent: C(C)O (ethanol). The product is C(#N)C=1C=CC2=C([C@H]([C@@H](C(O2)(C)C)O)NC(=O)NC2=CC=CC=C2)C1 ((trans)-1-(6-Cyano-3,4-dihydro-3-hydroxy-2,2-dimethyl-2H-1-benzopyran-4-yl)-3-phenylurea). Yield: 58.0%. As a reaction SMILES: [NH2:1][C@@H:2]1[C:7]2[CH:8]=[C:9]([C:12]#[N:13])[CH:10]=[CH:11][C:6]=2[O:5][C:4]([CH3:15])([CH3:14])[C@H:3]1[OH:16].[C:17]1([N:23]=[C:24]=[O:25])[CH:22]=[CH:21][CH:20]=[CH:19][CH:18]=1>C(O)C>[C:12]([C:9]1[CH:10]=[CH:11][C:6]2[O:5][C:4]([CH3:14])([CH3:15])[C@@H:3]([OH:16])[C@H:2]([NH:1][C:24]([NH:23][C:17]3[CH:22]=[CH:21][CH:20]=[CH:19][CH:18]=3)=[O:25])[C:7]=2[CH:8]=1)#[N:13]. Reported procedure: A suspension of (trans)-4-amino-3,4-dihydro-3-hydroxy-2,2-dimethyl-2H-1-benzopyran-6-carbonitrile (prepared according to Evans et al., J. Med. Chem., 1983, 26, p. 1582 and J. Med. Chem., 1986, 29, p. 2194) (1.0 g, 4.6 mmol) in ethanol (4 ml) under argon was treated with phenylisocyanate (0.55 g, 4.6 mmol) and the reaction was heated at reflux temperature for 4 hours. The product precipitate out of the reaction. The reaction was then concentrated in vacuo and the residue was triturated with isopr... Reactants: [BH4-], Cn1c(=O)oc2cc(C(=O)c3ccccc3)cnc21, CO, [Na+]. The product is Cn1c(=O)oc2cc(C(O)c3ccccc3)cnc21. Reaction SMILES: [BH4-:1].[C:3]([c:4]1[cH:5][cH:6][cH:7][cH:8][cH:9]1)(=[O:10])[c:11]1[cH:12][c:13]2[c:14]([n:15][cH:16]1)[n:17]([CH3:21])[c:18](=[O:20])[o:19]2.[CH3:22][OH:23].[Na+:2]>>[CH:3]([c:4]1[cH:5][cH:6][cH:7][cH:8][cH:9]1)([OH:10])[c:11]1[cH:12][c:13]2[c:14]([n:15][cH:16]1)[n:17]([CH3:21])[c:18](=[O:20])[o:19]2. Starting materials: CCOc1cc(CN2CCC(NC(=O)OC(C)(C)C)CC2)ccc1Cl, CCO, Cl. Product: CCOc1cc(CN2CCC(N)CC2)ccc1Cl. As a reaction SMILES: [C:1]([O:2][C:3](=[O:4])[NH:7][CH:8]1[CH2:9][CH2:10][N:11]([CH2:14][c:15]2[cH:16][c:17]([O:22][CH2:23][CH3:24])[c:18]([Cl:21])[cH:19][cH:20]2)[CH2:12][CH2:13]1)([CH3:5])([CH3:6])[CH3:25].[CH3:26][CH2:27][OH:28].[ClH:29]>>[NH2:7][CH:8]1[CH2:9][CH2:10][N:11]([CH2:14][c:15]2[cH:16][c:17]([O:22][CH2:23][CH3:24])[c:18]([Cl:21])[cH:19][cH:20]2)[CH2:12][CH2:13]1. The reactants are NC=1C=C2CC(N(C2=CC1)C(=O)N)=O (5-amino-2-oxindole-1-carboxamide), C(C1=CC=CC=C1)(=O)Cl (benzoyl chloride). Product: C(C1=CC=CC=C1)(=O)NC=1C=C2CC(N(C2=CC1)C(=O)N)=O (5-Benzamido-2-oxindole-1-carboxamide). The yield is 90.0%. RXN SMILES: [NH2:1][C:2]1[CH:3]=[C:4]2[C:8](=[CH:9][CH:10]=1)[N:7]([C:11]([NH2:13])=[O:12])[C:6](=[O:14])[CH2:5]2.[C:15](Cl)(=[O:22])[C:16]1[CH:21]=[CH:20][CH:19]=[CH:18][CH:17]=1>>[C:15]([NH:1][C:2]1[CH:3]=[C:4]2[C:8](=[CH:9][CH:10]=1)[N:7]([C:11]([NH2:13])=[O:12])[C:6](=[O:14])[CH2:5]2)(=[O:22])[C:16]1[CH:21]=[CH:20][CH:19]=[CH:18][CH:17]=1. Procedure details: Acylation of 5-amino-2-oxindole-1-carboxamide with benzoyl chloride substantially according to the procedure of Example 31 afforded a 90% yield of the title compound as a cream-colored solid, mp 223°-226° C. Starting materials: COC(=O)CN=C=O (methoxycarbonylmethyl isocyanate), C(C)OC(=O)NN (ethoxycarbonylhydrazine). Run in C1(=CC=CC=C1)C (toluene), C1(=CC=CC=C1)C (toluene). Reaction conditions: time 8 hour. Yields the product C(C)OC(=O)NNC(=O)NCC(=O)OC (1-ethoxycarbonyl-4-methoxycarbonylmethyl-semicarbazide). Yield: 76.6%. As a reaction SMILES: [CH3:1][O:2][C:3]([CH2:5][N:6]=[C:7]=[O:8])=[O:4].[CH2:9]([O:11][C:12]([NH:14][NH2:15])=[O:13])[CH3:10]>C1(C)C=CC=CC=1>[CH2:9]([O:11][C:12]([NH:14][NH:15][C:7]([NH:6][CH2:5][C:3]([O:2][CH3:1])=[O:4])=[O:8])=[O:13])[CH3:10]. Reported procedure: A solution of 19.72 g (0.17 mol) of methoxycarbonylmethyl isocyanate in 70 ml of dry toluene was added dropwise at room temperature to a stirred solution of 18.00 g (0.17 mol) of ethoxycarbonylhydrazine in 400 ml of dry toluene. The mixture was stirred at room temperature overnight and filtered. The colourless solid was washed with toluene, dried and recrystallized from ethyl acetate to give 28.54 g (76%) of 1-ethoxycarbonyl-4-methoxycarbonylmethyl-semicarbazide of melting point 116°-121° C. Reactants: C(C)(C)(C)OC(=O)N1CCN(CCC1)C(=O)C=1C=C2C=C(NC2=CC1)C(=O)N1CCN(CC1)S(=O)(=O)C (4-[2-(4-methanesulfonyl-piperazine-1-carbonyl)-1H-indole-5-carbonyl]-[1,4]diazepane-1-carboxylic acid tert-butyl ester), O1CCC(CC1)=O (tetrahydro-4H-pyran-4-one). The product is CS(=O)(=O)N1CCN(CC1)C(=O)C=1NC2=CC=C(C=C2C1)C(=O)N1CCN(CCC1)C1CCOCC1 ((4-Methanesulfonyl-piperazin-1-yl)-{5-[4-(tetrahydro-pyran-4-yl)-[1,4]diazepane-1-carbonyl]-1H-indol-2-yl}-methanone). As a reaction SMILES: C(OC([N:8]1[CH2:14][CH2:13][CH2:12][N:11]([C:15]([C:17]2[CH:18]=[C:19]3[C:23](=[CH:24][CH:25]=2)[NH:22][C:21]([C:26]([N:28]2[CH2:33][CH2:32][N:31]([S:34]([CH3:37])(=[O:36])=[O:35])[CH2:30][CH2:29]2)=[O:27])=[CH:20]3)=[O:16])[CH2:10][CH2:9]1)=O)(C)(C)C.[O:38]1[CH2:43][CH2:42][C:41](=O)[CH2:40][CH2:39]1>>[CH3:37][S:34]([N:31]1[CH2:30][CH2:29][N:28]([C:26]([C:21]2[NH:22][C:23]3[C:19]([CH:20]=2)=[CH:18][C:17]([C:15]([N:11]2[CH2:12][CH2:13][CH2:14][N:8]([CH:41]4[CH2:42][CH2:43][O:38][CH2:39][CH2:40]4)[CH2:9][CH2:10]2)=[O:16])=[CH:25][CH:24]=3)=[O:27])[CH2:33][CH2:32]1)(=[O:36])=[O:35]. Procedure: The title compound was synthesized in analogy to example 47, from 4-[2-(4-methanesulfonyl-piperazine-1-carbonyl)-1H-indole-5-carbonyl]-[1,4]diazepane-1-carboxylic acid tert-butyl ester and tetrahydro-4H-pyran-4-one. Yellow gum. MS (m/z): 518.3 (M+H)+.